From a dataset of the Open Reaction Database (ORD), a public repository of structured organic reaction records. describe an organic reaction: reactants, conditions, products, and yield The reactants are C1(CCCCC1)N=C=NC1CCCCC1 (dicyclohexylcarbodiimide), C(C)(C)(C)OC(=O)N[C@@H](CC1=CC=CC=C1)C(=O)O (tert.-butyoxycarbonyl-L-phenylalanine), C1=C(C=CC2=CC=CC=C12)O (β-naphthol). The solvent is O1CCCC1 (tetrahydrofurane). Reaction conditions: time 12 hour. Yields the product C1=C(C=CC2=CC=CC=C12)OC([C@@H](NC(=O)OC(C)(C)C)CC1=CC=CC=C1)=O (tert.-Butoxycarbonyl-L-phenylalanine β-naphthyl ester). As a reaction SMILES: C1(N=C=NC2CCCCC2)CCCCC1.[C:16]([O:20][C:21]([NH:23][C@H:24]([C:32]([OH:34])=[O:33])[CH2:25][C:26]1[CH:31]=[CH:30][CH:29]=[CH:28][CH:27]=1)=[O:22])([CH3:19])([CH3:18])[CH3:17].[CH:35]1[C:44]2[C:39](=[CH:40][CH:41]=[CH:42][CH:43]=2)[CH:38]=[CH:37][C:36]=1O>O1CCCC1>[CH:43]1[C:44]2[C:39](=[CH:38][CH:37]=[CH:36][CH:35]=2)[CH:40]=[CH:41][C:42]=1[O:33][C:32](=[O:34])[C@H:24]([CH2:25][C:26]1[CH:31]=[CH:30][CH:29]=[CH:28][CH:27]=1)[NH:23][C:21]([O:20][C:16]([CH3:19])([CH3:17])[CH3:18])=[O:22]. Procedure details: 6.2 g of dicyclohexylcarbodiimide are added to a solution of 7.8 g of tert.-butyoxycarbonyl-L-phenylalanine and 5.3 g of β-naphthol in 50 ml of absolute tetrahydrofurane at 0° C. and the reaction mixture was kept at 4° C. for 12 hours. The dicyclohexylurea which had precipitated was then separated off by filtration and the filtrate was evaporated to dryness in vacuo. The crystalline residue was recrystallised twice from ethyl acetate/cyclohexane and finally from acetonitrile. 8.5 g (73% of theor... The reactants are C(C)(C)(C)OC(NC1CC2=C(N=C(S2)Br)CC1)=O ((2-Bromo-4,5,6,7-tetrahydro-benzothiazol-6-yl)-carbamic acid tert-butyl ester), FC(C(=O)O)(F)F (trifluroacetic acid). The solvent is ClCCl (dichloromethane). Run at time 4 hour. Yields the product BrC=1SC2=C(N1)CCC(C2)N (2-Bromo-4,5,6,7-tetrahydro-benzothiazol-6-ylamine). Yield: 102.9%. As a reaction SMILES: C(OC(=O)[NH:7][CH:8]1[CH2:17][CH2:16][C:11]2[N:12]=[C:13]([Br:15])[S:14][C:10]=2[CH2:9]1)(C)(C)C.FC(F)(F)C(O)=O>ClCCl>[Br:15][C:13]1[S:14][C:10]2[CH2:9][CH:8]([NH2:7])[CH2:17][CH2:16][C:11]=2[N:12]=1. Reported procedure: A solution of (2-Bromo-4,5,6,7-tetrahydro-benzothiazol-6-yl)-carbamic acid tert-butyl ester (0.50 grams, 1.5 mmol, obtained in preparation 2) in dichloromethane (30 mL) was treated with trifluroacetic acid (1.1 mL, 15 mmol) at 0° C. Reaction mass was stirred for 4 hours. After completion of the reaction, the mass was quenched with ice cold water and adjusted pH to 10, by using 40% aqueous sodium hydroxide solution. The product was extracted with dichloromethane (3×50 mL) and the combined organic...